This data is from the Open Reaction Database (ORD), a public repository of structured organic reaction records. The task is: describe an organic reaction: reactants, conditions, products, and yield The reactants are [F-].C(CCC)[N+](CCCC)(CCCC)CCCC (tetrabutylammonium fluoride), [Si](C)(C)(C(C)(C)C)OCC=1C=C(COC=2C=C(C=CC2)C(=CC=CC(C)(O)C)C)C=CC1CO[Si](C)(C)C(C)(C)C (6-{3-[3,4-bis-(tert-butyldimethylsilanyloxymethyl)benzyloxy]phenyl}-2-methylhepta-3,5-dien-2-ol). Run in C1CCOC1 (THF), C1CCOC1 (THF). Yields the product OCC=1C=C(COC=2C=C(C=CC2)C(=CC=CC(C)(O)C)C)C=CC1CO (6-[3-(3,4-bis-Hydroxymethylbenzyloxy)phenyl]-2-methylhepta-3,5-dien-2-ol). As a reaction SMILES: [F-].C([N+](CCCC)(CCCC)CCCC)CCC.[Si]([O:26][CH2:27][C:28]1[CH:29]=[C:30]([CH:48]=[CH:49][C:50]=1[CH2:51][O:52][Si](C(C)(C)C)(C)C)[CH2:31][O:32][C:33]1[CH:34]=[C:35]([C:39]([CH3:47])=[CH:40][CH:41]=[CH:42][C:43]([CH3:46])([OH:45])[CH3:44])[CH:36]=[CH:37][CH:38]=1)(C(C)(C)C)(C)C>C1COCC1>[OH:26][CH2:27][C:28]1[CH:29]=[C:30]([CH:48]=[CH:49][C:50]=1[CH2:51][OH:52])[CH2:31][O:32][C:33]1[CH:34]=[C:35]([C:39]([CH3:47])=[CH:40][CH:41]=[CH:42][C:43]([CH3:44])([OH:45])[CH3:46])[CH:36]=[CH:37][CH:38]=1 |f:0.1|. Procedure: In a manner similar to Example 3(i), by reacting 1.6 ml of tetrabutylammonium fluoride 1M/THF with 424 mg (0.71 mmol) of 6-{3-[3,4-bis-(tert-butyldimethylsilanyloxymethyl)benzyloxy]phenyl}-2-methylhepta-3,5-dien-2-ol in 15 ml of THF, after purification on a silica column (ethyl acetate 90-heptane 10), a yellow oil (m=206 mg; Y=79%) is obtained.